describe an organic reaction: reactants, conditions, products, and yield From a dataset of the Open Reaction Database (ORD), a public repository of structured organic reaction records. Starting materials: C(C=C)OCCC1=CC=C(CC=2C=C(C=CC2Cl)[C@@]2(O[C@@H]([C@H]([C@@H]([C@H]2OCC2=CC=CC=C2)OCC2=CC=CC=C2)OCC2=CC=CC=C2)COCC2=CC=CC=C2)OC)C=C1 ((2S,3R,4S,5R,6R)-2-(3-(4-(2-(allyloxy)ethyl)benzyl)-4-chlorophenyl)-3,4,5-tris(benzyloxy)-6-(benzyloxymethyl)-2-methoxytetrahydro-2H-pyran), O (Water), C(C)[SiH](CC)CC (triethylsilane), B(F)(F)F (borontrifluoride). Solvent: C(Cl)Cl (DCM). Run at time 3 hour. The product is C(C=C)OCCC1=CC=C(CC=2C=C(C=CC2Cl)[C@@H]2O[C@@H]([C@H]([C@@H]([C@H]2OCC2=CC=CC=C2)OCC2=CC=CC=C2)OCC2=CC=CC=C2)COCC2=CC=CC=C2)C=C1 ((2S,3S,4R,5R,6R)-2-(3-(4-(2-(allyloxy)ethyl)benzyl)-4-chlorophenyl)-3,4,5-tris(benzyloxy)-6-(benzyloxymethyl)tetrahydro-2H-pyran). Isolated yield 60.0%. RXN SMILES: [CH2:1]([O:4][CH2:5][CH2:6][C:7]1[CH:61]=[CH:60][C:10]([CH2:11][C:12]2[CH:13]=[C:14]([C@@:19]3(OC)[C@H:24]([O:25][CH2:26][C:27]4[CH:32]=[CH:31][CH:30]=[CH:29][CH:28]=4)[C@@H:23]([O:33][CH2:34][C:35]4[CH:40]=[CH:39][CH:38]=[CH:37][CH:36]=4)[C@H:22]([O:41][CH2:42][C:43]4[CH:48]=[CH:47][CH:46]=[CH:45][CH:44]=4)[C@@H:21]([CH2:49][O:50][CH2:51][C:52]4[CH:57]=[CH:56][CH:55]=[CH:54][CH:53]=4)[O:20]3)[CH:15]=[CH:16][C:17]=2[Cl:18])=[CH:9][CH:8]=1)[CH:2]=[CH2:3].C([SiH](CC)CC)C.B(F)(F)F.O>C(Cl)Cl>[CH2:1]([O:4][CH2:5][CH2:6][C:7]1[CH:8]=[CH:9][C:10]([CH2:11][C:12]2[CH:13]=[C:14]([C@H:19]3[C@H:24]([O:25][CH2:26][C:27]4[CH:32]=[CH:31][CH:30]=[CH:29][CH:28]=4)[C@@H:23]([O:33][CH2:34][C:35]4[CH:36]=[CH:37][CH:38]=[CH:39][CH:40]=4)[C@H:22]([O:41][CH2:42][C:43]4[CH:44]=[CH:45][CH:46]=[CH:47][CH:48]=4)[C@@H:21]([CH2:49][O:50][CH2:51][C:52]4[CH:57]=[CH:56][CH:55]=[CH:54][CH:53]=4)[O:20]3)[CH:15]=[CH:16][C:17]=2[Cl:18])=[CH:60][CH:61]=1)[CH:2]=[CH2:3]. Reported procedure: (2S,3R,4S,5R,6R)-2-(3-(4-(2-(allyloxy)ethyl)benzyl)-4-chlorophenyl)-3,4,5-tris(benzyloxy)-6-(benzyloxymethyl)-2-methoxytetrahydro-2H-pyran (intermediate BJ) (55 mg, 0.065 mmol) was taken up in 1 mL anhydrous DCM kept under argon, and triethylsilane (31.4 μL, 0.197 mmol) was added. The mixture was brought to −20° C. and borontrifluoride diethyletherate (20.1 μL, 0.164 mmol) was added. The mixture was allowed to warm and stirred at −5° C. to 0° C. for 3 h. Water (0.5 mL) was added to quench the re... Reactants: CO, CC(C)N1C(=O)CC(C)(C)c2cc([N+](=O)[O-])ccc21. Product: CC(C)N1C(=O)CC(C)(C)c2cc(N)ccc21. RXN SMILES: [CH3:20][OH:21].[CH:1]([CH3:2])([CH3:3])[N:4]1[C:5](=[O:19])[CH2:6][C:7]([CH3:17])([CH3:18])[c:8]2[cH:9][c:10]([N+:14]([O-:15])=[O:16])[cH:11][cH:12][c:13]21>>[CH:1]([CH3:2])([CH3:3])[N:4]1[C:5](=[O:19])[CH2:6][C:7]([CH3:17])([CH3:18])[c:8]2[cH:9][c:10]([NH2:14])[cH:11][cH:12][c:13]21. The reactants are CC(=O)OC(C)=O, CO, OCc1ccc2c(c1)CCCN2. Yields the product CC(=O)N1CCCc2cc(CO)ccc21. Reaction SMILES: [CH3:13][C:14](=[O:15])[O:16][C:17](=[O:18])[CH3:19].[CH3:20][OH:21].[OH:1][CH2:2][c:3]1[cH:4][c:5]2[c:10]([cH:11][cH:12]1)[NH:9][CH2:8][CH2:7][CH2:6]2>>[OH:1][CH2:2][c:3]1[cH:4][c:5]2[c:10]([cH:11][cH:12]1)[N:9]([C:14]([CH3:13])=[O:15])[CH2:8][CH2:7][CH2:6]2. The reactants are C(C)C=1N(C2=C(C=[N+](C=3C=CC=CC23)[O-])N1)CCOCCNC(OC(C)(C)C)=O (tert-butyl 2-[2-(2-ethyl-5-oxido-1H-imidazo[4,5-c]quinolin-1-yl)ethoxy]ethylcarbamate), [NH4+].[OH-] (NH4OH), O (water), C1(=CC=C(C=C1)S(=O)(=O)Cl)C (p-toluenesulfonyl chloride). The solvent is C(Cl)Cl (CH2Cl2), C(Cl)Cl (CH2Cl2). Run at time 30 minute. Yields the product NC1=NC=2C=CC=CC2C2=C1N=C(N2CCOCCNC(OC(C)(C)C)=O)CC (tert-butyl 2-[2-(4-amino-2-ethyl-1H-imidazo[4,5-c]quinolin-1-yl)ethoxy]ethylcarbamate). As a reaction SMILES: [CH2:1]([C:3]1[N:4]([CH2:17][CH2:18][O:19][CH2:20][CH2:21][NH:22][C:23](=[O:29])[O:24][C:25]([CH3:28])([CH3:27])[CH3:26])[C:5]2[C:14]3[CH:13]=[CH:12][CH:11]=[CH:10][C:9]=3[N+:8]([O-])=[CH:7][C:6]=2[N:16]=1)[CH3:2].[NH4+:30].[OH-].C1(C)C=CC(S(Cl)(=O)=O)=CC=1.O>C(Cl)Cl>[NH2:30][C:7]1[C:6]2[N:16]=[C:3]([CH2:1][CH3:2])[N:4]([CH2:17][CH2:18][O:19][CH2:20][CH2:21][NH:22][C:23](=[O:29])[O:24][C:25]([CH3:28])([CH3:27])[CH3:26])[C:5]=2[C:14]2[CH:13]=[CH:12][CH:11]=[CH:10][C:9]=2[N:8]=1 |f:1.2|. Reported procedure: A solution of tert-butyl 2-[2-(2-ethyl-5-oxido-1H-imidazo[4,5-c]quinolin-1-yl)ethoxy]ethylcarbamate (14.3 g, 35.8 mmol) in 90 mL of CH2Cl2 was treated with 90 mL of concentrated NH4OH solution. The mixture was chilled in an ice water bath. To the rapidly stirred mixture was added solid p-toluenesulfonyl chloride (7.05 g, 37.0 mmol) over a 10 min period. The reaction mixture was then warmed to room temperature. After 30 min, the reaction was treated with 90 mL of CH2Cl2 and 90 mL of water. The or... Reactants: C([O-])([O-])[O-] (orthoformate), C([O-])(O)=O.[Na+] (sodium bicarbonate), N1C=NC=C1 (imidazole), C(OCC)(OCC)OCC (triethyl orthoformate). The reagents and catalysts are C1(=CC=C(C=C1)S(=O)(=O)O)C (p-toluenesulfonic acid). The solvent is C(C)O (ethanol). Yields the product C(C)OC(N1C=NC=C1)OCC (1-(Diethoxymethyl)-1H-imidazole). Isolated yield 63.0%. RXN SMILES: [NH:1]1[CH:5]=[CH:4][N:3]=[CH:2]1.[CH:6](OCC)([O:10][CH2:11][CH3:12])[O:7][CH2:8][CH3:9].C([O-])([O-])[O-].C(=O)(O)[O-].[Na+]>C1(C)C=CC(S(O)(=O)=O)=CC=1.C(O)C>[CH2:8]([O:7][CH:6]([O:10][CH2:11][CH3:12])[N:1]1[CH:5]=[CH:4][N:3]=[CH:2]1)[CH3:9] |f:3.4|. Reported procedure: A mixture of imidazole (15 g, 0.220 mol, 1 eq), triethyl orthoformate (130 g, 146.6 mL, 0.880 mol, 4.0 eq) and p-toluenesulfonic acid (1.17 g, 0.00616 mol, 0.028 eq) was heated at 145°-175° C. until no more ethanol was distillable from the reaction mixture. The excess orthoformate was removed in vacuo, solid sodium bicarbonate (1.17 g, 0.011 mol) was added and the residue was vacuum distilled to give the title compound (23.6 g, 68 %). b.p. 89°-91° C./0.3 mm Hg. Reactants: Cn1cc(NC=O)cc1C(=O)O, O=S(Cl)Cl, c1ccccc1. The product is Cn1cc(NC=O)cc1C(=O)Cl. Reaction SMILES: [CH3:1][n:2]1[c:3]([C:10](=[O:11])[OH:12])[cH:4][c:5]([NH:7][CH:8]=[O:9])[cH:6]1.[S:13]([Cl:14])([Cl:15])=[O:16].[cH:17]1[cH:18][cH:19][cH:20][cH:21][cH:22]1>>[CH3:1][n:2]1[c:3]([C:10](=[O:12])[Cl:15])[cH:4][c:5]([NH:7][CH:8]=[O:9])[cH:6]1. Reactants: FC1=C(C=O)C=CC=C1 (2-fluorobenzaldehyde), C(CC(=O)C)(=O)OCCOC (2-methoxyethyl acetoacetate), N1CCCCC1 (piperidine), C(C)(=O)O (acetic acid). Run in C(C)(C)O (isopropanol), C(C)(C)O (isopropanol). Conditions: temperature 40 celsius, time 8 hour. Product: C(C)(=O)C(C(=O)OCCOC)=CC1=C(C=CC=C1)F (2-Methoxyethyl 2-acetyl-3-(2-fluorophenyl)-2-propenoate). Isolated yield 70.4%. RXN SMILES: [F:1][C:2]1[CH:9]=[CH:8][CH:7]=[CH:6][C:3]=1[CH:4]=O.[C:10]([O:16][CH2:17][CH2:18][O:19][CH3:20])(=[O:15])[CH2:11][C:12]([CH3:14])=[O:13].N1CCCCC1.C(O)(=O)C>C(O)(C)C>[C:12]([C:11](=[CH:4][C:3]1[CH:6]=[CH:7][CH:8]=[CH:9][C:2]=1[F:1])[C:10]([O:16][CH2:17][CH2:18][O:19][CH3:20])=[O:15])(=[O:13])[CH3:14]. Procedure details: 10 g (80 mmol) of 2-fluorobenzaldehyde are dissolved in 200 ml of isopropanol with 13 g (80 mmol) of 2-methoxyethyl acetoacetate. A freshly prepared solution of 1.0 ml of piperidine and 0.5 ml of glacial acetic acid in 10 ml of isopropanol is added to this solution and it is stirred overnight at 40° C. The mixture is concentrated, the residue is taken up in toluene, the solution is concentrated again and the residue is purified by filtration on 300 ml of silica gel (eluent: toluene/ethyl acetate... Starting materials: CC(=O)O[BH-](OC(C)=O)OC(C)=O, COc1ccc(C(=O)Nc2ccc(N3CCC(=O)CC3)cc2)cc1OC, CC(=O)O, NCC(O)COc1cccc2[nH]c(=O)[nH]c12, [Na+]. The product is COc1ccc(C(=O)Nc2ccc(N3CCC(NCC(O)COc4cccc5[nH]c(=O)[nH]c45)CC3)cc2)cc1OC. As a reaction SMILES: [C:1]([O:2][BH-:3]([O:4][C:5](=[O:6])[CH3:7])[O:8][C:9](=[O:10])[CH3:11])(=[O:12])[CH3:13].[CH3:31][O:32][c:33]1[cH:34][c:35]([C:36](=[O:37])[NH:38][c:39]2[cH:40][cH:41][c:42]([N:45]3[CH2:46][CH2:47][C:48](=[O:51])[CH2:49][CH2:50]3)[cH:43][cH:44]2)[cH:52][cH:53][c:54]1[O:55][CH3:56].[CH3:57][C:58](=[O:59])[OH:60].[NH2:15][CH2:16][CH:17]([CH2:18][O:19][c:20]1[cH:21][cH:22][cH:23][c:24]2[nH:25][c:26](=[O:29])[nH:27][c:28]12)[OH:30].[Na+:14]>>[NH:15]([CH2:16][CH:17]([CH2:18][O:19][c:20]1[cH:21][cH:22][cH:23][c:24]2[nH:25][c:26](=[O:29])[nH:27][c:28]12)[OH:30])[CH:48]1[CH2:47][CH2:46][N:45]([c:42]2[cH:41][cH:40][c:39]([NH:38][C:36]([c:35]3[cH:34][c:33]([O:32][CH3:31])[c:54]([O:55][CH3:56])[cH:53][cH:52]3)=[O:37])[cH:44][cH:43]2)[CH2:50][CH2:49]1. Starting materials: COC(=O)C1=CC(=CC=2OCCCOC21)NC(=O)C=2NC1=CC=C(C=C1C2)Cl (8-[(5-Chloro-1H-indole-2-carbonyl)amino]-3,4-dihydro-2H-benzo[b][1,4]dioxepine-6-carboxylic acid methyl ester), Cl (HCl). Solvent: C1CCOC1.O (THF water), [OH-].[K+] (KOH). Conditions: time 8 hour. The product is ClC=1C=C2C=C(NC2=CC1)C(=O)NC=1C=C(C2=C(OCCCO2)C1)C(=O)O (8-[(5-Chloro-1H-indole-2-carbonyl)amino]-3,4-dihydro-2H-benzo[b][1,4]dioxepine-6-carboxylic acid). Reaction SMILES: C[O:2][C:3]([C:5]1[C:15]2[O:14][CH2:13][CH2:12][CH2:11][O:10][C:9]=2[CH:8]=[C:7]([NH:16][C:17]([C:19]2[NH:20][C:21]3[C:26]([CH:27]=2)=[CH:25][C:24]([Cl:28])=[CH:23][CH:22]=3)=[O:18])[CH:6]=1)=[O:4].Cl>C1COCC1.O.[OH-].[K+]>[Cl:28][C:24]1[CH:25]=[C:26]2[C:21](=[CH:22][CH:23]=1)[NH:20][C:19]([C:17]([NH:16][C:7]1[CH:6]=[C:5]([C:3]([OH:4])=[O:2])[C:15]3[O:14][CH2:13][CH2:12][CH2:11][O:10][C:9]=3[CH:8]=1)=[O:18])=[CH:27]2 |f:2.3,4.5|. Procedure details: 8-[(5-Chloro-1H-indole-2-carbonyl)amino]-3,4-dihydro-2H-benzo[b][1,4]dioxepine-6-carboxylic acid methyl ester (120 mg) was dissolved in a mixture of THF/water and 0.3 mL of 1N KOH. The reaction was stirred at room temperature overnight, made acidic with 1N HCl and then extracted with EtOAc. The organic extract was washed with water, brine and dried with MgSO4. This afforded 35 mg of product. MS POS: M+ 387/389. Starting materials: COc1ccc(CN(Cc2ccc(OC)cc2)c2ncc(-c3nc(N4CCOCC4)nc4c3CCN4)cn2)cc1, CCN1CCN(C(=O)c2ccc(N)c(C)c2)CC1, NC(N)=S. The product is CCN1CCN(C(=O)c2ccc(NC(=S)N3CCc4c(-c5cnc(N(Cc6ccc(OC)cc6)Cc6ccc(OC)cc6)nc5)nc(N5CCOCC5)nc43)c(C)c2)CC1. Reaction SMILES: [CH3:1][O:2][c:3]1[cH:4][cH:5][c:6]([CH2:7][N:8]([c:9]2[n:10][cH:11][c:12](-[c:15]3[c:16]4[c:17]([n:18][c:19]([N:21]5[CH2:22][CH2:23][O:24][CH2:25][CH2:26]5)[n:20]3)[NH:27][CH2:28][CH2:29]4)[cH:13][n:14]2)[CH2:30][c:31]2[cH:32][cH:33][c:34]([O:37][CH3:38])[cH:35][cH:36]2)[cH:39][cH:40]1.[NH2:41][c:42]1[c:43]([CH3:58])[cH:44][c:45]([C:48](=[O:49])[N:50]2[CH2:51][CH2:52][N:53]([CH2:56][CH3:57])[CH2:54][CH2:55]2)[cH:46][cH:47]1.[NH2:59][C:60]([NH2:61])=[S:62]>>[CH3:1][O:2][c:3]1[cH:4][cH:5][c:6]([CH2:7][N:8]([c:9]2[n:10][cH:11][c:12](-[c:15]3[c:16]4[c:17]([n:18][c:19]([N:21]5[CH2:22][CH2:23][O:24][CH2:25][CH2:26]5)[n:20]3)[N:27]([C:60]([NH:41][c:42]3[c:43]([CH3:58])[cH:44][c:45]([C:48](=[O:49])[N:50]5[CH2:51][CH2:52][N:53]([CH2:56][CH3:57])[CH2:54][CH2:55]5)[cH:46][cH:47]3)=[S:62])[CH2:28][CH2:29]4)[cH:13][n:14]2)[CH2:30][c:31]2[cH:32][cH:33][c:34]([O:37][CH3:38])[cH:35][cH:36]2)[cH:39][cH:40]1.